This data is from the Open Reaction Database (ORD), a public repository of structured organic reaction records. The task is: describe an organic reaction: reactants, conditions, products, and yield Reactants: [Br-], CC#C[Mg+], C1CCOC1, CC(C)(C)OC(=O)N1CCN(S(=O)(=O)c2cccs2)CC1=O. Yields the product CC#CC(=O)CN(CCNC(=O)OC(C)(C)C)S(=O)(=O)c1cccs1. RXN SMILES: [Br-:23].[C:24](#[C:25][CH3:26])[Mg+:27].[CH2:28]1[O:29][CH2:30][CH2:31][CH2:32]1.[O:1]=[C:2]1[N:3]([C:16](=[O:17])[O:18][C:19]([CH3:20])([CH3:21])[CH3:22])[CH2:4][CH2:5][N:6]([S:8](=[O:9])(=[O:10])[c:11]2[s:12][cH:13][cH:14][cH:15]2)[CH2:7]1>>[O:1]=[C:2]([CH2:7][N:6]([CH2:5][CH2:4][NH:3][C:16](=[O:17])[O:18][C:19]([CH3:20])([CH3:21])[CH3:22])[S:8](=[O:9])(=[O:10])[c:11]1[s:12][cH:13][cH:14][cH:15]1)[C:24]#[C:25][CH3:26]. The product is CCCc1c(OCCc2cc3cc(CC(=O)O)ccc3[nH]2)ccc2c(-c3ccccc3)coc12. Starting materials: CO, CCOC(C)=O, Cl, [Li+], [OH-], CCCc1c(OCCc2cc3cc(CC(=O)OC)ccc3[nH]2)ccc2c(-c3ccccc3)coc12. As a reaction SMILES: [CH3:36][OH:37].[CH3:41][CH2:42][O:43][C:44](=[O:45])[CH3:46].[ClH:40].[Li+:39].[OH-:38].[c:1]1(-[c:7]2[cH:8][o:9][c:10]3[c:11]2[cH:12][cH:13][c:14]([O:19][CH2:20][CH2:21][c:22]2[nH:23][c:24]4[cH:25][cH:26][c:27]([CH2:31][C:32](=[O:33])[O:34][CH3:35])[cH:28][c:29]4[cH:30]2)[c:15]3[CH2:16][CH2:17][CH3:18])[cH:2][cH:3][cH:4][cH:5][cH:6]1>>[c:1]1(-[c:7]2[cH:8][o:9][c:10]3[c:11]2[cH:12][cH:13][c:14]([O:19][CH2:20][CH2:21][c:22]2[nH:23][c:24]4[cH:25][cH:26][c:27]([CH2:31][C:32](=[O:33])[OH:34])[cH:28][c:29]4[cH:30]2)[c:15]3[CH2:16][CH2:17][CH3:18])[cH:2][cH:3][cH:4][cH:5][cH:6]1. Yields the product CN(C)N=C(CCC(=O)O)c1ccc(-c2ccc(Cl)cc2)cc1. Reactants: CN(C)N, CCO, O=C(O)CCC(=O)c1ccc(-c2ccc(Cl)cc2)cc1, ClCCl. As a reaction SMILES: [CH3:21][N:22]([NH2:23])[CH3:24].[CH3:28][CH2:29][OH:30].[Cl:1][c:2]1[cH:3][cH:4][c:5](-[c:8]2[cH:9][cH:10][c:11]([C:14]([CH2:15][CH2:16][C:17](=[O:18])[OH:19])=[O:20])[cH:12][cH:13]2)[cH:6][cH:7]1.[Cl:25][CH2:26][Cl:27]>>[Cl:1][c:2]1[cH:3][cH:4][c:5](-[c:8]2[cH:9][cH:10][c:11]([C:14]([CH2:15][CH2:16][C:17](=[O:18])[OH:19])=[N:23][N:22]([CH3:21])[CH3:24])[cH:12][cH:13]2)[cH:6][cH:7]1. Reactants: C1CCOC1, COC(=O)C1CCC(c2noc(=O)[nH]2)CC1, [Li+], [OH-]. Yields the product O=C(O)C1CCC(c2noc(=O)[nH]2)CC1. RXN SMILES: [CH2:19]1[O:20][CH2:21][CH2:22][CH2:23]1.[CH3:3][O:4][C:5](=[O:6])[CH:7]1[CH2:8][CH2:9][CH:10]([c:13]2[n:14][o:15][c:16](=[O:18])[nH:17]2)[CH2:11][CH2:12]1.[Li+:1].[OH-:2]>>[O:4]=[C:5]([OH:6])[CH:7]1[CH2:8][CH2:9][CH:10]([c:13]2[n:14][o:15][c:16](=[O:18])[nH:17]2)[CH2:11][CH2:12]1. Reactants: Cc1c(C)n(CC2CC2C)c2c(Cl)nncc12, OCc1ccc(F)cc1, [H-], [Na+], C1CCOC1, O. The product is Cc1c(C)n(CC2CC2C)c2c(OCc3ccc(F)cc3)nncc12. RXN SMILES: [Cl:12][c:13]1[n:14][n:15][cH:16][c:17]2[c:18]1[n:19]([CH2:24][CH:25]1[CH:26]([CH3:28])[CH2:27]1)[c:20]([CH3:23])[c:21]2[CH3:22].[F:1][c:2]1[cH:3][cH:4][c:5]([CH2:6][OH:7])[cH:8][cH:9]1.[H-:10].[Na+:11].[O:30]1[CH2:31][CH2:32][CH2:33][CH2:34]1.[OH2:29]>>[F:1][c:2]1[cH:3][cH:4][c:5]([CH2:6][O:7][c:13]2[n:14][n:15][cH:16][c:17]3[c:18]2[n:19]([CH2:24][CH:25]2[CH:26]([CH3:28])[CH2:27]2)[c:20]([CH3:23])[c:21]3[CH3:22])[cH:8][cH:9]1. Starting materials: Cl.Cl.C1(=CC=CC2=CC=CC=C12)[C@@H](C)N[C@H]1CNCC1 ((R)-3-[(R)-1-(naphthalen-1-yl)ethylamino]pyrrolidine dihydrochloride), ClC1=NC=CN=C1Cl (2,3-dichloro-pyrazine), C([O-])([O-])=O.[K+].[K+] (potassium carbonate). Solvent: C(C)O (ethanol). Product: ClC=1C(=NC=CN1)N1C[C@@H](CC1)N[C@H](C)C1=CC=CC2=CC=CC=C12 ((R)-1-(3-chloropyrazin-2-yl)pyrrolidin-3-yl-[(R)-1-(naphthalen-1-yl)ethyl]amine). Yield: 35.1%. As a reaction SMILES: Cl.Cl.[C:3]1([C@H:13]([NH:15][C@@H:16]2[CH2:20][CH2:19][NH:18][CH2:17]2)[CH3:14])[C:12]2[C:7](=[CH:8][CH:9]=[CH:10][CH:11]=2)[CH:6]=[CH:5][CH:4]=1.[Cl:21][C:22]1[C:27](Cl)=[N:26][CH:25]=[CH:24][N:23]=1.C(=O)([O-])[O-].[K+].[K+]>C(O)C>[Cl:21][C:22]1[C:27]([N:18]2[CH2:19][CH2:20][C@@H:16]([NH:15][C@@H:13]([C:3]3[C:12]4[C:7](=[CH:8][CH:9]=[CH:10][CH:11]=4)[CH:6]=[CH:5][CH:4]=3)[CH3:14])[CH2:17]2)=[N:26][CH:25]=[CH:24][N:23]=1 |f:0.1.2,4.5.6|. Procedure: To a solution of 162 mg of (R)-3-[(R)-1-(naphthalen-1-yl)ethylamino]pyrrolidine dihydrochloride and 79.0 mg of 2,3-dichloro-pyrazine in 5 ml of ethanol was added 345 mg of potassium carbonate, and the mixture was stirred under reflux for 16 hours. The reaction mixture was filtered, and the solvent was evaporated, and to the residue was added a saturated aqueous sodium bicarbonate solution and chloroform, and the liquids were separated. The organic layer was dried, and the solvent was evaporated,... Reactants: CC1=NC=C2N1CCC=C2C2=CC=C(C=C2)C (5,6-Dihydro-3-methyl-8-(4-methylphenyl)imidazo[1,5-a]-pyridine), [S] (sulfur), C (Charcoal). Run in C1CCCC2CCCCC12 (decalin). Yields the product CC1=NC=C2N1C=CC=C2C2=CC=C(C=C2)C (3-Methyl-8-(4-methylphenyl)imidazo[1,5-a]pyridine). RXN SMILES: [CH3:1][C:2]1[N:6]2[CH2:7][CH2:8][CH:9]=[C:10]([C:11]3[CH:16]=[CH:15][C:14]([CH3:17])=[CH:13][CH:12]=3)[C:5]2=[CH:4][N:3]=1.[S].C>C1C2C(CCCC2)CCC1>[CH3:1][C:2]1[N:6]2[CH:7]=[CH:8][CH:9]=[C:10]([C:11]3[CH:16]=[CH:15][C:14]([CH3:17])=[CH:13][CH:12]=3)[C:5]2=[CH:4][N:3]=1 |^3:17|. Procedure details: Combine 20 g (89.2 mmol) of the product of Example VIII with 5 g (0.16 mol) of sulfur in 250 ml of decalin and heat to 180-190° C. under nitrogen for 7 hr. Extract the reaction with 2 liters of 2N sulfuric acid solution. Charcoal treat the extract and neutralize with potassium carbonate. Extract the aqueous portion with 800 ml of ethyl acetate, dry over magnesium sulfate, treat with charcoal, and remove the solvents under vacuum. Crystallize from ether to provide the title compound.